Dataset: the Open Reaction Database (ORD), a public repository of structured organic reaction records. Task: describe an organic reaction: reactants, conditions, products, and yield Starting materials: CCO, N#Cc1c(N)cccc1F, [Na+], [OH-], O, O=S(=O)(O)O. Product: Nc1cccc(F)c1C(=O)O. Reaction SMILES: [CH3:19][CH2:20][OH:21].[NH2:1][c:2]1[c:3]([C:4]#[N:5])[c:6]([F:10])[cH:7][cH:8][cH:9]1.[Na+:12].[OH-:11].[OH2:13].[S:14](=[O:15])(=[O:16])([OH:17])[OH:18]>>[NH2:1][c:2]1[c:3]([C:4](=[O:11])[OH:13])[c:6]([F:10])[cH:7][cH:8][cH:9]1. Reactants: FC1=CC2=C(C(=NO2)C2CCNCC2)C=C1 (6-fluoro-3-(4-piperidinyl)-1,2 benzisoxazole), C(=O)([O-])[O-].[K+].[K+] (K2CO3), ClCCCOC=1C=C(C=CC1OC)C1(CC=CC=C1)C=O (1-[3-(3-chloropropoxy)-4-methoxy-phenyl]phenylmethanone). Run in C(C)#N (acetonitrile). The product is FC1=CC2=C(C(=NO2)C2CCN(CC2)CCCOC=2C=C(C=CC2OC)C2(CC=CC=C2)C=O)C=C1 (1-[3-[3-[4-(6- fluoro-1,2-benzisoxa zol-3-yl)-1-piperidinyl]propoxy]-4-methoxyphenyl]-phenylmethanone). As a reaction SMILES: [F:1][C:2]1[CH:16]=[CH:15][C:5]2[C:6]([CH:9]3[CH2:14][CH2:13][NH:12][CH2:11][CH2:10]3)=[N:7][O:8][C:4]=2[CH:3]=1.C([O-])([O-])=O.[K+].[K+].Cl[CH2:24][CH2:25][CH2:26][O:27][C:28]1[CH:29]=[C:30]([C:36]2([CH:42]=[O:43])[CH:41]=[CH:40][CH:39]=[CH:38][CH2:37]2)[CH:31]=[CH:32][C:33]=1[O:34][CH3:35]>C(#N)C>[F:1][C:2]1[CH:16]=[CH:15][C:5]2[C:6]([CH:9]3[CH2:10][CH2:11][N:12]([CH2:24][CH2:25][CH2:26][O:27][C:28]4[CH:29]=[C:30]([C:36]5([CH:42]=[O:43])[CH:37]=[CH:38][CH:39]=[CH:40][CH2:41]5)[CH:31]=[CH:32][C:33]=4[O:34][CH3:35])[CH2:13][CH2:14]3)=[N:7][O:8][C:4]=2[CH:3]=1 |f:1.2.3|. Procedure details: A stirred mixture of 6-fluoro-3-(4-piperidinyl)-1,2 benzisoxazole (2.01 g; 9.13 mmol), K2CO3 (2.0 g), and 1-[3-(3-chloropropoxy)-4-methoxy-phenyl]phenylmethanone (3.93 g; 11.3 mmol) and acetonitrile (50 ml) was heated at reflux for 4 hours. At the end of the reaction, the solvent was evaporated and the residue was partitioned between water (150 ml) and dichloromethane (400 ml). The dichloromethane solution was washed with water and brine (100 ml), dried over MgSO4, then concentrated to an oil. T... The reactants are CC(=O)c1ccc(CNc2c(Cl)ccc3c2CCN(C(=O)C(F)(F)F)CC3)cc1, CCO, Cl, NO, c1ccncc1. Product: CC(=NO)c1ccc(CNc2c(Cl)ccc3c2CCN(C(=O)C(F)(F)F)CC3)cc1. RXN SMILES: [C:10]([CH3:11])(=[O:12])[c:13]1[cH:14][cH:15][c:16]([CH2:17][NH:18][c:19]2[c:20]([Cl:36])[cH:21][cH:22][c:23]3[c:29]2[CH2:28][CH2:27][N:26]([C:30]([C:31]([F:32])([F:33])[F:34])=[O:35])[CH2:25][CH2:24]3)[cH:37][cH:38]1.[CH3:39][CH2:40][OH:41].[ClH:1].[NH2:2][OH:3].[cH:4]1[cH:5][cH:6][n:7][cH:8][cH:9]1>>[N:2]([OH:3])=[C:10]([CH3:11])[c:13]1[cH:14][cH:15][c:16]([CH2:17][NH:18][c:19]2[c:20]([Cl:36])[cH:21][cH:22][c:23]3[c:29]2[CH2:28][CH2:27][N:26]([C:30]([C:31]([F:32])([F:33])[F:34])=[O:35])[CH2:25][CH2:24]3)[cH:37][cH:38]1. Starting materials: BrCC (bromoethane), Cl (hydrochloric acid), ClC1=C(OC2=CC3=C(N(C(C(O3)(C(C)=NO)C)=O)C)C=C2)C(=CC(=C1)C(F)(F)F)F (7-(2-chloro-6-fluoro-4-trifluoromethylphenoxy)-2,4-dimethyl-2-[1(hydroxyimino)ethyl]-3,4-dihydro-3-oxo-2H-1,4-benzoxazine), ClC1=C(OC2=CC3=C(N(C(C(O3)(C(C)=NO)C)=O)C)C=C2)C(=CC(=C1)C(F)(F)F)F (7-(2-chloro-6-fluoro-4-trifluoromethylphenoxy)-2,4-dimethyl-2-[1(hydroxyimino)ethyl]-3,4-dihydro-3-oxo-2H-1,4-benzoxazine), [H-].[Na+] (sodium hydride). The solvent is CN(C)C=O (DMF). Reaction conditions: time 2 hour. The product is ClC1=C(OC2=CC3=C(N(C(C(O3)(C(C)=NOCC)C)=O)C)C=C2)C(=CC(=C1)C(F)(F)F)F (7-(2-Chloro-6-fluoro-4-trifluoromethylphenoxy)-2,4-dimethyl-2-[1-(ethoxyimino)ethyl]-3,4-dihydro-3-oxo-2H-1,4-benzoxazine). Yield: 94.1%. RXN SMILES: [Cl:1][C:2]1[CH:25]=[C:24]([C:26]([F:29])([F:28])[F:27])[CH:23]=[C:22]([F:30])[C:3]=1[O:4][C:5]1[CH:21]=[CH:20][C:8]2[N:9]([CH3:19])[C:10](=[O:18])[C:11]([CH3:17])([C:13](=[N:15][OH:16])[CH3:14])[O:12][C:7]=2[CH:6]=1.[H-].[Na+].Br[CH2:34][CH3:35].Cl>CN(C=O)C>[Cl:1][C:2]1[CH:25]=[C:24]([C:26]([F:27])([F:28])[F:29])[CH:23]=[C:22]([F:30])[C:3]=1[O:4][C:5]1[CH:21]=[CH:20][C:8]2[N:9]([CH3:19])[C:10](=[O:18])[C:11]([CH3:17])([C:13](=[N:15][O:16][CH2:34][CH3:35])[CH3:14])[O:12][C:7]=2[CH:6]=1 |f:1.2|. Reported procedure: To a DMF (10 ml) solution of 7-(2-chloro-6-fluoro-4-trifluoromethylphenoxy)-2,4-dimethyl-2-[1(hydroxyimino)ethyl]-3,4-dihydro-3-oxo-2H-1,4-benzoxazine (Compound 101) (0.3 g) obtained in Example 16 was added, under ice-cooling, 60% sodium hydride (0.03 g), and after stirring for 20 minutes, bromoethane (0.1 g) was dropwise added thereto. After stirring for 2 hours, 1N hydrochloric acid was added and the mixture extracted twice with ethyl acetate (20 ml). The extract was then washed with water and... Starting materials: [OH-].[Na+] (sodium hydroxide), COC(CS(NC1=C(C=C(C=C1)F)C(F)(F)F)(=O)=O)=O (2-[N-(4-fluoro-2-trifluoromethylphenyl)sulfamoyl]acetic acid methyl ester), Cl (hydrochloric acid). Solvent: O1CCOCC1 (dioxane). Reaction conditions: time 10 minute. Yields the product FC1=CC(=C(C=C1)NS(=O)(=O)CC(=O)O)C(F)(F)F (2-[N-(4-Fluoro-2-trifluoromethylphenyl)sulfamoyl]acetic Acid). RXN SMILES: C[O:2][C:3](=[O:20])[CH2:4][S:5](=[O:19])(=[O:18])[NH:6][C:7]1[CH:12]=[CH:11][C:10]([F:13])=[CH:9][C:8]=1[C:14]([F:17])([F:16])[F:15].[OH-].[Na+].Cl>O1CCOCC1>[F:13][C:10]1[CH:11]=[CH:12][C:7]([NH:6][S:5]([CH2:4][C:3]([OH:20])=[O:2])(=[O:19])=[O:18])=[C:8]([C:14]([F:17])([F:15])[F:16])[CH:9]=1 |f:1.2|. Reported procedure: 2.2 g (6.98 mmol) of 2-[N-(4-fluoro-2-trifluoromethylphenyl)sulfamoyl]acetic acid methyl ester is dissolved in 20 ml of dioxane, and the solution is combined with 10 ml (20 mmol) of 2N sodium hydroxide solution. The mixture heats up slightly, and saponification is completed after 10 minutes. The solution is neutralized with 2N hydrochloric acid under pH control and gently evaporated to dryness under vacuum. The residue is extracted with 30 ml of ethyl acetate, the solution is extracted once by s... The reactants are stannous chloride dihydrate, C(C)(C)C=1N=C(SC1)\C=C\C1=CC(=CC=C1)[N+](=O)[O-] (4-isopropyl-2-(trans-3-nitrostyryl)thiazole), [OH-].[Na+] (sodium hydroxide). Solvent: C(C)O (ethanol), C(C)O (ethanol). The product is C(C)(C)C=1N=C(SC1)\C=C\C1=CC(=CC=C1)N (4-isopropyl-2-(trans-3-aminostyryl) thiazole). Isolated yield 47.4%. RXN SMILES: [CH:1]([C:4]1[N:5]=[C:6](/[CH:9]=[CH:10]/[C:11]2[CH:16]=[CH:15][CH:14]=[C:13]([N+:17]([O-])=O)[CH:12]=2)[S:7][CH:8]=1)([CH3:3])[CH3:2].[OH-].[Na+]>C(O)C>[CH:1]([C:4]1[N:5]=[C:6](/[CH:9]=[CH:10]/[C:11]2[CH:16]=[CH:15][CH:14]=[C:13]([NH2:17])[CH:12]=2)[S:7][CH:8]=1)([CH3:3])[CH3:2] |f:1.2|. Procedure details: To a solution of 16.8 g of 4-isopropyl-2-(trans-3-nitrostyryl)thiazole dissolved in 60 ml of ethanol was added a solution of 48.4 g of stannous chloride dihydrate in 60 ml of ethanol and the mixture was refluxed for 1.5 hours. After the reaction mixture was cooled to room temperature, the mixture was adjusted to pH 13 with addition of 30% aqueous sodium hydroxide solution and then the basic portion was extracted with the use of ethyl acetate and dried over magnesium sulfate, followed by evaporat... The reactants are CCCCCC1CCC(C=CCO)CC1, CCOC(=O)N=NC(=O)OCC, C1CCOC1, O=Cc1ccc(O)cc1, c1ccc(P(c2ccccc2)c2ccccc2)cc1. Product: CCCCCC1CCC(C=CCOc2ccc(C=O)cc2)CC1. As a reaction SMILES: [CH2:10]([CH2:11][CH2:12][CH2:13][CH3:14])[CH:15]1[CH2:16][CH2:17][CH:18]([CH:21]=[CH:22][CH2:23][OH:24])[CH2:19][CH2:20]1.[O:25]=[C:26]([O:27][CH2:28][CH3:29])[N:30]=[N:31][C:32]([O:33][CH2:34][CH3:35])=[O:36].[O:56]1[CH2:57][CH2:58][CH2:59][CH2:60]1.[OH:1][c:2]1[cH:3][cH:4][c:5]([CH:6]=[O:7])[cH:8][cH:9]1.[c:37]1([P:38]([c:39]2[cH:40][cH:41][cH:42][cH:43][cH:44]2)[c:45]2[cH:46][cH:47][cH:48][cH:49][cH:50]2)[cH:51][cH:52][cH:53][cH:54][cH:55]1>>[O:1]([c:2]1[cH:3][cH:4][c:5]([CH:6]=[O:7])[cH:8][cH:9]1)[CH2:23][CH:22]=[CH:21][CH:18]1[CH2:17][CH2:16][CH:15]([CH2:10][CH2:11][CH2:12][CH2:13][CH3:14])[CH2:20][CH2:19]1.